From a dataset of the Open Reaction Database (ORD), a public repository of structured organic reaction records. describe an organic reaction: reactants, conditions, products, and yield Reactants: FC=1C=C2CCN(C(C2=CC1)=O)C=1C=NC=CC1C(F)(F)F (6-fluoro-2-(4-(trifluoromethyl)pyridin-3-yl)-3,4-dihydroisoquinolin-1(2H)-one), OS(=O)(=O)O (H2SO4), [N+](=O)([O-])[O-].[K+] (KNO3). Product: FC=1C=C2CCN(C(C2=CC1[N+](=O)[O-])=O)C=1C=NC=CC1C(F)(F)F (6-fluoro-7-nitro-2-(4-(trifluoromethyl)pyridin-3-yl)-3,4-dihydroisoquinolin-1(2H)-one). Yield: 80.2%. As a reaction SMILES: [F:1][C:2]1[CH:3]=[C:4]2[C:9](=[CH:10][CH:11]=1)[C:8](=[O:12])[N:7]([C:13]1[CH:14]=[N:15][CH:16]=[CH:17][C:18]=1[C:19]([F:22])([F:21])[F:20])[CH2:6][CH2:5]2.OS(O)(=O)=O.[N+:28]([O-])([O-:30])=[O:29].[K+]>>[F:1][C:2]1[CH:3]=[C:4]2[C:9](=[CH:10][C:11]=1[N+:28]([O-:30])=[O:29])[C:8](=[O:12])[N:7]([C:13]1[CH:14]=[N:15][CH:16]=[CH:17][C:18]=1[C:19]([F:20])([F:21])[F:22])[CH2:6][CH2:5]2 |f:2.3|. Procedure details: 6-Fluoro-2-(4-(trifluoromethyl)pyridin-3-yl)-3,4-dihydroisoquinolin-1(2H)-one (78A: 600 mg, 1.93 mmol) was reacted with concentrated H2SO4 (5 mL) and KNO3 (215.2 mg, 2.12 mmol) for 4 hours to afford 550 mg of the product (79.9% yield). The reactants are C1CCOC1, [Li]CCCC, C#CC1CCCCC1, ClC(Cl)Cl, COc1cc2cc(OS(=O)(=O)C(F)(F)F)cnc2cc1OC, [NH4+], [OH-], c1ccc(P(c2ccccc2)(c2ccccc2)[Pd](P(c2ccccc2)(c2ccccc2)c2ccccc2)(P(c2ccccc2)(c2ccccc2)c2ccccc2)P(c2ccccc2)(c2ccccc2)c2ccccc2)cc1. Yields the product COc1cc2cc(C#CC3CCCCC3)cnc2cc1OC. Reaction SMILES: [CH2:119]1[O:120][CH2:121][CH2:122][CH2:123]1.[CH3:9][CH2:10][CH2:11][CH2:12][Li:13].[CH:1]1([C:7]#[CH:8])[CH2:2][CH2:3][CH2:4][CH2:5][CH2:6]1.[Cl:38][CH:39]([Cl:40])[Cl:41].[F:14][C:15]([F:16])([F:17])[S:18]([O:19][c:20]1[cH:21][n:22][c:23]2[cH:24][c:25]([O:32][CH3:33])[c:26]([O:30][CH3:31])[cH:27][c:28]2[cH:29]1)(=[O:34])=[O:35].[NH4+:37].[OH-:36].[cH:42]1[cH:43][cH:44][c:45]([P:46]([Pd:47]([P:48]([c:49]2[cH:50][cH:51][cH:52][cH:53][cH:54]2)([c:55]2[cH:56][cH:57][cH:58][cH:59][cH:60]2)[c:61]2[cH:62][cH:63][cH:64][cH:65][cH:66]2)([P:67]([c:68]2[cH:69][cH:70][cH:71][cH:72][cH:73]2)([c:74]2[cH:75][cH:76][cH:77][cH:78][cH:79]2)[c:80]2[cH:81][cH:82][cH:83][cH:84][cH:85]2)[P:86]([c:87]2[cH:88][cH:89][cH:90][cH:91][cH:92]2)([c:93]2[cH:94][cH:95][cH:96][cH:97][cH:98]2)[c:99]2[cH:100][cH:101][cH:102][cH:103][cH:104]2)([c:105]2[cH:106][cH:107][cH:108][cH:109][cH:110]2)[c:111]2[cH:112][cH:113][cH:114][cH:115][cH:116]2)[cH:117][cH:118]1>>[CH:1]1([C:7]#[C:8][c:20]2[cH:21][n:22][c:23]3[cH:24][c:25]([O:32][CH3:33])[c:26]([O:30][CH3:31])[cH:27][c:28]3[cH:29]2)[CH2:2][CH2:3][CH2:4][CH2:5][CH2:6]1. Reactants: C(C)(C)(C)OC(=O)N1CCN(CC1)C1=C(C(=C(C=C1)S(=O)(=O)C(C)C)F)F (4-[2,3-difluoro-4-(propane-2-sulfonyl)-phenyl]-piperazine-1-carboxylic acid tert-butyl ester), Cl (HCl), solution. Solvent: O1CCOCC1 (dioxane), O1CCOCC1 (dioxane). Run at temperature 80 celsius. Yields the product Cl.FC1=C(C=CC(=C1F)S(=O)(=O)C(C)C)N1CCNCC1 (1-[2,3-Difluoro-4-(propane-2-sulfonyl)-phenyl]-piperazine hydrochloride). RXN SMILES: C(OC([N:8]1[CH2:13][CH2:12][N:11]([C:14]2[CH:19]=[CH:18][C:17]([S:20]([CH:23]([CH3:25])[CH3:24])(=[O:22])=[O:21])=[C:16]([F:26])[C:15]=2[F:27])[CH2:10][CH2:9]1)=O)(C)(C)C.[ClH:28]>O1CCOCC1>[ClH:28].[F:27][C:15]1[C:16]([F:26])=[C:17]([S:20]([CH:23]([CH3:25])[CH3:24])(=[O:21])=[O:22])[CH:18]=[CH:19][C:14]=1[N:11]1[CH2:10][CH2:9][NH:8][CH2:13][CH2:12]1 |f:3.4|. Reported procedure: To 7.5 mmol 4-[2,3-difluoro-4-(propane-2-sulfonyl)-phenyl]-piperazine-1-carboxylic acid tert-butyl ester in 100 ml dioxane was added 30.2 mmol HCl (as a 4 M solution in dioxane), and the mixture was heated at 80° C. for 1 h. The mixture was then cooled to room temperature, and the ensuing white crystals were collected by filtration, washing twice with ether, to afford the title compound. The reactants are CC([O-])=S, CC(C)(C)OC(=O)NCC(O)CI, CC(C)=O, [K+]. The product is CC(=O)SCC(O)CNC(=O)OC(C)(C)C. Reaction SMILES: [C:14]([CH3:15])(=[S:16])[O-:17].[C:1]([CH3:2])([CH3:3])([CH3:4])[O:5][C:6](=[O:7])[NH:8][CH2:9][CH:10]([CH2:11][I:12])[OH:13].[CH3:19][C:20](=[O:21])[CH3:22].[K+:18]>>[C:1]([CH3:2])([CH3:3])([CH3:4])[O:5][C:6](=[O:7])[NH:8][CH2:9][CH:10]([CH2:11][S:16][C:14]([CH3:15])=[O:17])[OH:13]. Starting materials: C1CCNCC1, ClC(Cl)Cl, CNC(=O)c1ccc(CC(NC(=O)OCC2c3ccccc3-c3ccccc32)C(=O)N2CCCCC2c2nc(-c3ccccc3)c[nH]2)cc1. Yields the product CNC(=O)c1ccc(CC(N)C(=O)N2CCCCC2c2nc(-c3ccccc3)c[nH]2)cc1. RXN SMILES: [CH2:50]1[CH2:51][CH2:52][NH:53][CH2:54][CH2:55]1.[CH:56]([Cl:57])([Cl:58])[Cl:59].[cH:1]1[c:2]2[c:14]([cH:15][cH:16][cH:49]1)-[c:9]1[c:8]([cH:13][cH:12][cH:11][cH:10]1)[CH:3]2[CH2:4][O:5][C:6](=[O:7])[NH:17][CH:18]([C:19]([N:20]1[CH:21]([c:26]2[nH:27][cH:28][c:29](-[c:31]3[cH:32][cH:33][cH:34][cH:35][cH:36]3)[n:30]2)[CH2:22][CH2:23][CH2:24][CH2:25]1)=[O:37])[CH2:38][c:39]1[cH:40][cH:41][c:42]([C:45]([NH:46][CH3:47])=[O:48])[cH:43][cH:44]1>>[NH2:17][CH:18]([C:19]([N:20]1[CH:21]([c:26]2[nH:27][cH:28][c:29](-[c:31]3[cH:32][cH:33][cH:34][cH:35][cH:36]3)[n:30]2)[CH2:22][CH2:23][CH2:24][CH2:25]1)=[O:37])[CH2:38][c:39]1[cH:40][cH:41][c:42]([C:45]([NH:46][CH3:47])=[O:48])[cH:43][cH:44]1. Run at time 2 hour. Solvent: CO (methanol). RXN SMILES: [CH3:1][O:2][CH:3]([O:11][CH3:12])[CH2:4][CH2:5][CH2:6][C:7]([O:9]C)=[O:8].[OH-].[Na+]>CO>[CH3:12][O:11][CH:3]([O:2][CH3:1])[CH2:4][CH2:5][CH2:6][C:7]([OH:9])=[O:8] |f:1.2|. Procedure: 12 mmoles methyl 5,5-dimethoxypentanoate (Stevens, R. V. et al., J Am Chem Soc (1979) 7054) were dissolved in 20 ml 50% aqueous methanol. 16 mmoles NaOH were added and the mixture was stirred for 2 hr at room temperature. The solvent was then evaporated, the residue layered with 30 ml EtOAc, and the sodium salt neutralized with ice-cold 1N HCl. The aqueous phase was extracted with an additional 20 ml EtOAc, the organic extracts combined and dried over K2CO3. The product was filtered and the solv... The product is COC(CCCC(=O)O)OC (5,5-dimethoxypentanoic acid). Starting materials: COC(CCCC(=O)OC)OC (methyl 5,5-dimethoxypentanoate), [OH-].[Na+] (NaOH). The reactants are Cl.NO (Hydroxylamine hydrochloride), C(C)(=O)[O-].[Na+] (sodium acetate), C1(CCCCC1)NC1=C2C(=NC=C1C=O)N(N=C2)CC (4-(cyclohexylamino)-1-ethyl-1H-pyrazolo[3,4-b]pyridine-5-carbaldehyde). Solvent: C(C)O (ethanol). Reaction conditions: time 2 hour. Yields the product C1(CCCCC1)NC1=C2C(=NC=C1C=NO)N(N=C2)CC (4-(cyclohexylamino)-1-ethyl-1H-pyrazolo[3,4-b]pyridine-5-carbaldehyde oxime). RXN SMILES: Cl.[NH2:2][OH:3].C([O-])(=O)C.[Na+].[CH:9]1([NH:15][C:16]2[C:21]([CH:22]=O)=[CH:20][N:19]=[C:18]3[N:24]([CH2:27][CH3:28])[N:25]=[CH:26][C:17]=23)[CH2:14][CH2:13][CH2:12][CH2:11][CH2:10]1>C(O)C>[CH:9]1([NH:15][C:16]2[C:21]([CH:22]=[N:2][OH:3])=[CH:20][N:19]=[C:18]3[N:24]([CH2:27][CH3:28])[N:25]=[CH:26][C:17]=23)[CH2:14][CH2:13][CH2:12][CH2:11][CH2:10]1 |f:0.1,2.3|. Procedure details: Hydroxylamine hydrochloride (0.255 gm, 0.0036 mole) and sodium acetate (0.301 gm, 0.0036 mole) were added to a stirred solution of 4-(cyclohexylamino)-1-ethyl-1H-pyrazolo[3,4-b]pyridine-5-carbaldehyde (0.250 gm, 0.0009 mole) (example 7) in ethanol. The reaction mixture was allowed to stir at room temperature for about 2 h. Ethanol was removed under reduced pressure and residue was poured in water. The title compound was then filtered and washed with water twice and finally with hexane. Conditions: temperature 0 celsius, time 1 hour. Run in C1CCOC1 (THF), C1CCOC1 (THF), CCCCC (n-pentane). Reported procedure: NaH (166 mg, 6.92 mmol) under a N2 atmosphere was washed with n-pentane and dried blowing N2 gas. THF (5 mL) was added and the mixture was cooled to 0° C. Diethyl fluoro(3-(5-(trifluoromethyl)pyridin-2-yloxy)phenyl)methylphosphonate (940 mg, 2.3 mmol) was added as a solution in THF dropwise and the mixture was stirred for 30 min. tert-Butyl 4-oxopiperidine-1-carboxylate as a solution in THF was added dropwise and the reaction was stirred for 1 h. Excess NaH was quenched with water at 0° C. and t... RXN SMILES: [H-].[Na+].[F:3][CH:4](P(=O)(OCC)OCC)[C:5]1[CH:10]=[CH:9][CH:8]=[C:7]([O:11][C:12]2[CH:17]=[CH:16][C:15]([C:18]([F:21])([F:20])[F:19])=[CH:14][N:13]=2)[CH:6]=1.O=[C:31]1[CH2:36][CH2:35][N:34]([C:37]([O:39][C:40]([CH3:43])([CH3:42])[CH3:41])=[O:38])[CH2:33][CH2:32]1>CCCCC.C1COCC1>[F:3][C:4]([C:5]1[CH:10]=[CH:9][CH:8]=[C:7]([O:11][C:12]2[CH:17]=[CH:16][C:15]([C:18]([F:19])([F:20])[F:21])=[CH:14][N:13]=2)[CH:6]=1)=[C:31]1[CH2:36][CH2:35][N:34]([C:37]([O:39][C:40]([CH3:43])([CH3:42])[CH3:41])=[O:38])[CH2:33][CH2:32]1 |f:0.1|. The product is FC(=C1CCN(CC1)C(=O)OC(C)(C)C)C1=CC(=CC=C1)OC1=NC=C(C=C1)C(F)(F)F (tert-Butyl 4-(fluoro(3-(5-(trifluoromethyl)pyridin-2-yloxy)phenyl)methylene)piperidine-1-carboxylate). Starting materials: FC(C1=CC(=CC=C1)OC1=NC=C(C=C1)C(F)(F)F)P(OCC)(OCC)=O (Diethyl fluoro(3-(5-(trifluoromethyl)pyridin-2-yloxy)phenyl)methylphosphonate), O=C1CCN(CC1)C(=O)OC(C)(C)C (tert-Butyl 4-oxopiperidine-1-carboxylate), [H-].[Na+] (NaH). Procedure details: 7-Methyl-6-chloro-3-cyano-2-imino-4-phenyl-2H-chromene. To a mixture of 4-methyl-5-chloro-2-hydroxybenzophenone (500 mg, 2 mmol) and malononitrile (132 mg, 2 mmol) in ethanol (15 mL) was added piperidine (0.1 mL, 1.0 mmol). The mixture was refluxed for 2 h. The solvent was evaporated and the residue was purified by column chromatography on silica gel with ethyl acetate and hexane (1:2) as eluant, yielding 100 mg (17%) of the title compound. Starting materials: CC1=CC(=C(C(=O)C2=CC=CC=C2)C=C1Cl)O (4-methyl-5-chloro-2-hydroxybenzophenone), C(CC#N)#N (malononitrile), CC1=C(C=C2C(=C(C(OC2=C1)=N)C#N)C1=CC=CC=C1)Cl (7-Methyl-6-chloro-3-cyano-2-imino-4-phenyl-2H-chromene), N1CCCCC1 (piperidine). Yield: 17.0%. The solvent is C(C)O (ethanol). As a reaction SMILES: [CH3:1][C:2]1[CH:11]=[C:10]2[C:5]([C:6]([C:15]3[CH:20]=[CH:19][CH:18]=[CH:17][CH:16]=3)=[C:7]([C:13]#[N:14])[C:8](=[NH:12])[O:9]2)=[CH:4][C:3]=1[Cl:21].CC1C(Cl)=CC(C(C2C=CC=CC=2)=O)=C(O)C=1.C(#N)CC#N.N1CCCCC1>C(O)C>[NH2:12][C:8]1[O:9][C:10]2[C:5]([CH:6]([C:15]3[CH:16]=[CH:17][CH:18]=[CH:19][CH:20]=3)[C:7]=1[C:13]#[N:14])=[CH:4][C:3]([Cl:21])=[C:2]([CH3:1])[CH:11]=2. Yields the product NC=1OC2=CC(=C(C=C2C(C1C#N)C1=CC=CC=C1)Cl)C (2-Amino-6-chloro-3-cyano-7-methyl-4-phenyl-4H-chromene).